From a dataset of the Open Reaction Database (ORD), a public repository of structured organic reaction records. describe an organic reaction: reactants, conditions, products, and yield The reactants are ClC1=NC(=NC=C1C(=O)C1CC1)C(F)F (4-chlorodifluoromethyl-5-cyclopropylcarbonylpyrimidine), C(C)O (ethanol). Run in CC(=O)C (acetone). Run at time 2 hour. Product: ClC1=NC(=NC=C1CC1(CC1)O)C(F)F (4-Chlorodifluoromethyl-5-(1-hydroxycyclopropylmethyl)pyrimidine). Reaction SMILES: [Cl:1][C:2]1[C:7]([C:8]([CH:10]2[CH2:12][CH2:11]2)=O)=[CH:6][N:5]=[C:4]([CH:13]([F:15])[F:14])[N:3]=1.C([OH:18])C>CC(C)=O>[Cl:1][C:2]1[C:7]([CH2:8][C:10]2([OH:18])[CH2:12][CH2:11]2)=[CH:6][N:5]=[C:4]([CH:13]([F:15])[F:14])[N:3]=1. Reported procedure: 70 g of 4-chlorodifluoromethyl-5-cyclopropylcarbonylpyrimidine was added to 100 ml of ethanol, then, 15 g of a t-butylamine borane complex was further added under cooling with ice, and the mixture was stirred at room temperature for 2 hours. After addition of 30 ml of acetone, the mixture was stirred at room temperature for 1 hour, and the solvent was distilled off under reduced pressure. 100 ml of water was added to the residue, and extraction with ethyl acetate was carried out. The extract lay... Reactants: Cc1ccccc1, COc1ccc(C=O)cc1OC1CCCC1, Nc1ccccc1Cl, O. Yields the product COc1ccc(CNc2ccccc2Cl)cc1OC1CCCC1. Reaction SMILES: [CH3:26][c:27]1[cH:28][cH:29][cH:30][cH:31][cH:32]1.[CH:1]1([O:6][c:7]2[cH:8][c:9]([CH:10]=[O:11])[cH:12][cH:13][c:14]2[O:15][CH3:16])[CH2:2][CH2:3][CH2:4][CH2:5]1.[Cl:17][c:18]1[c:19]([NH2:20])[cH:21][cH:22][cH:23][cH:24]1.[OH2:25]>>[CH:1]1([O:6][c:7]2[cH:8][c:9]([CH2:10][NH:20][c:19]3[c:18]([Cl:17])[cH:24][cH:23][cH:22][cH:21]3)[cH:12][cH:13][c:14]2[O:15][CH3:16])[CH2:2][CH2:3][CH2:4][CH2:5]1. Starting materials: CN(C=1C=C(C(=O)O)C=CC1)C (3-Dimethylaminobenzoic acid), C(C(=O)Cl)(=O)Cl (oxalyl chloride), NC1=CC=C(C=C1)N1C2=C(NC(CC1=O)=O)C1=CC=CC=C1C=C2 (5-(4-aminophenyl)-1H-naphtho[1,2-b][1,4]diazepine-2,4(3H,5H)-dione). The product is CN(C=1C=C(C(=O)NC2=CC=C(C=C2)N2C3=C(NC(CC2=O)=O)C2=CC=CC=C2C=C3)C=CC1)C (5-[4-[(3-Dimethylaminobenzoyl)amino]phenyl]-1H-naphtho[1,2-b][1,4]diazepine-2,4(3H,5H)-dione). Yield: 36.6%. As a reaction SMILES: [CH3:1][N:2]([CH3:12])[C:3]1[CH:4]=[C:5]([CH:9]=[CH:10][CH:11]=1)[C:6]([OH:8])=O.C(Cl)(=O)C(Cl)=O.[NH2:19][C:20]1[CH:25]=[CH:24][C:23]([N:26]2[C:32](=[O:33])[CH2:31][C:30](=[O:34])[NH:29][C:28]3[C:35]4[C:40]([CH:41]=[CH:42][C:27]2=3)=[CH:39][CH:38]=[CH:37][CH:36]=4)=[CH:22][CH:21]=1>>[CH3:12][N:2]([CH3:1])[C:3]1[CH:4]=[C:5]([CH:9]=[CH:10][CH:11]=1)[C:6]([NH:19][C:20]1[CH:25]=[CH:24][C:23]([N:26]2[C:32](=[O:33])[CH2:31][C:30](=[O:34])[NH:29][C:28]3[C:35]4[C:40]([CH:41]=[CH:42][C:27]2=3)=[CH:39][CH:38]=[CH:37][CH:36]=4)=[CH:22][CH:21]=1)=[O:8]. Procedure details: 3-Dimethylaminobenzoic acid (50 mg, 0.3 mmol) was treated oxalyl chloride with in the same manner as that of Example 40, and then by using the resultant together with 5-(4-aminophenyl)-1H-naphtho[1,2-b][1,4]diazepine-2,4(3H,5H)-dione (32 mg, 0.1 mmol) obtained in Example 1, (3), the title compound (17 mg, yield 37%) was obtained as pale brown crystals in the same manner as that of Example 1, (4). Starting materials: CC(=O)OC(C)=O, CN(C)c1ccncc1, CCCc1nc(N)sc1Cc1ccc([N+](=O)[O-])cc1. The product is CCCc1nc(NC(C)=O)sc1Cc1ccc([N+](=O)[O-])cc1. RXN SMILES: [CH3:20][C:21](=[O:22])[O:23][C:24](=[O:25])[CH3:26].[CH3:27][N:28]([CH3:29])[c:30]1[cH:31][cH:32][n:33][cH:34][cH:35]1.[NH2:1][c:2]1[s:3][c:4]([CH2:10][c:11]2[cH:12][cH:13][c:14]([N+:17](=[O:18])[O-:19])[cH:15][cH:16]2)[c:5]([CH2:7][CH2:8][CH3:9])[n:6]1>>[NH:1]([c:2]1[s:3][c:4]([CH2:10][c:11]2[cH:12][cH:13][c:14]([N+:17](=[O:18])[O-:19])[cH:15][cH:16]2)[c:5]([CH2:7][CH2:8][CH3:9])[n:6]1)[C:21]([CH3:20])=[O:22]. Reactants: C(C)(=O)C1=NNC(=C1)C(=O)N[C@H](CN1N=C(C=C1)C1=CC(=C(C(=C1)Cl)C#N)Cl)C ((S)-3-acetyl-N-(1-(3-(3,5-dichloro-4-cyanophenyl)-1H-pyrazol-1-yl)propan-2-yl)-1H-pyrazole-5-carboxamide), [BH4-].[Na+] (sodium borohydride). Yields the product ClC=1C=C(C=C(C1C#N)Cl)C1=NN(C=C1)C[C@H](C)NC(=O)C1=CC(=NN1)C(C)O (N—((S)-1-(3-(3,5-dichloro-4-cyanophenyl)-1H-pyrazol-1-yl)propan-2-yl)-3-(1-hydroxyethyl)-1H-pyrazole-5-carboxamide). Reaction SMILES: [C:1]([C:4]1[CH:8]=[C:7]([C:9]([NH:11][C@@H:12]([CH3:29])[CH2:13][N:14]2[CH:18]=[CH:17][C:16]([C:19]3[CH:24]=[C:23]([Cl:25])[C:22]([C:26]#[N:27])=[C:21]([Cl:28])[CH:20]=3)=[N:15]2)=[O:10])[NH:6][N:5]=1)(=[O:3])[CH3:2].[BH4-].[Na+]>>[Cl:25][C:23]1[CH:24]=[C:19]([C:16]2[CH:17]=[CH:18][N:14]([CH2:13][C@@H:12]([NH:11][C:9]([C:7]3[NH:6][N:5]=[C:4]([CH:1]([OH:3])[CH3:2])[CH:8]=3)=[O:10])[CH3:29])[N:15]=2)[CH:20]=[C:21]([Cl:28])[C:22]=1[C:26]#[N:27] |f:1.2|. Reported procedure: The title compound was prepared from (S)-3-acetyl-N-(1-(3-(3,5-dichloro-4-cyanophenyl)-1H-pyrazol-1-yl)propan-2-yl)-1H-pyrazole-5-carboxamide (63 mg, 0.15 mmol) and sodium borohydride (11 mg, 0.29 mmol) using the method of Example 84. Yield 15 mg. 1H NMR (400 MHz; CDCl3): δ 1.23 (d, 3H), 1.54 (d, 3H), 4.34 (m, 2H), 4.54 (m, 1H), 4.96 (q, 1H), 6.61 (m, 2H), 7.52 (d, 1H), 7.90 (m, 2H).